Dataset: the Open Reaction Database (ORD), a public repository of structured organic reaction records. Task: describe an organic reaction: reactants, conditions, products, and yield The reactants are C1(CC1)S(=O)(=O)NC(=O)[C@@]1([C@@H](C1)CC)NC(OC(C)(C)C)=O (t-butyl ((1R,2R)-1-{[(cyclopropylsulfonyl)amino]carbonyl}-2-ethylcyclopropyl)carbamate), C(Cl)Cl (DCM). Conditions: time 2 hour. The product is Cl.N[C@]1([C@@H](C1)CC)C(=O)NS(=O)(=O)C1CC1 ((1R,2R)-1-Amino-N-(cyclopropylsulfonyl)-2-ethylcyclopropanecarboxamide hydrochloride). As a reaction SMILES: [CH:1]1([S:4]([NH:7][C:8]([C@@:10]2([NH:15]C(=O)OC(C)(C)C)[CH2:12][C@H:11]2[CH2:13][CH3:14])=[O:9])(=[O:6])=[O:5])[CH2:3][CH2:2]1.C(Cl)[Cl:24]>>[ClH:24].[NH2:15][C@:10]1([C:8]([NH:7][S:4]([CH:1]2[CH2:3][CH2:2]2)(=[O:6])=[O:5])=[O:9])[CH2:12][C@H:11]1[CH2:13][CH3:14] |f:2.3|. Procedure: A solution of the product from Step 1 (92 g, 0.28 mol) in DCM (1200 mL) was cooled to 0° C., and HCl was bubbled through the solution for 10 minutes. The cooling bath was then removed, and the reaction mixture stirred for 2 hours. N2 was bubbled through the reaction mixture for 5 minutes, and the volatiles evaporated. The residue was azeotroped with DCM (3×) to give an off-white powder (75 g). LRMS (M+H)+Calcd.=233. found 233.